From a dataset of the Open Reaction Database (ORD), a public repository of structured organic reaction records. describe an organic reaction: reactants, conditions, products, and yield Starting materials: BrC1=CC(=C(N)C=C1)F (4-bromo-2-fluoroaniline), ClC1=C(C=C(C=C1)OC)B(O)O (2-chloro-5-methoxylphenylboronic acid). Product: ClC1=C(C=C(C=C1)OC)C1=CC(=C(C=C1)N)F (2′-chloro-3-fluoro-5′-methoxybiphenyl-4-amine). Isolated yield 67.4%. RXN SMILES: Br[C:2]1[CH:8]=[CH:7][C:5]([NH2:6])=[C:4]([F:9])[CH:3]=1.[Cl:10][C:11]1[CH:16]=[CH:15][C:14]([O:17][CH3:18])=[CH:13][C:12]=1B(O)O>>[Cl:10][C:11]1[CH:16]=[CH:15][C:14]([O:17][CH3:18])=[CH:13][C:12]=1[C:2]1[CH:8]=[CH:7][C:5]([NH2:6])=[C:4]([F:9])[CH:3]=1. Procedure: The title compound (134 mg) was prepared from 4-bromo-2-fluoroaniline (150 mg, 0.79 mmol) and 2-chloro-5-methoxylphenylboronic acid (191 mg, 1.02 mmol) as a colourless liquid. The reactants are C(CCC)C1CC(CCC1)=O (3-butylcyclohexanone), crude product, BrC1C(CCC(C1)C(C)C)=O (2-bromo-4-isopropyl-cyclohexanone). The product is BrC1C(CC(CC1)CCCC)=O (2-bromo-5-butyl-cyclohexanone). As a reaction SMILES: [CH2:1]([CH:5]1[CH2:10][CH2:9][CH2:8][C:7](=[O:11])[CH2:6]1)[CH2:2][CH2:3][CH3:4].[Br:12]C1CC(C(C)C)CCC1=O>>[Br:12][CH:8]1[CH2:9][CH2:10][CH:5]([CH2:1][CH2:2][CH2:3][CH3:4])[CH2:6][C:7]1=[O:11]. Reported procedure: The bromination of 3-butylcyclohexanone takes place in a manner similar to that described above for the preparation of 2-bromo-4-isopropyl-cyclohexanone. The title compound is reacted as a crude product without further characterization. Reactants: OC1=C(C=C(C=C1)C=1OCCN1)C (4,5-dihydro-2-(4-hydroxy-3-methylphenyl)oxazole), BrCCCCCCCC1=CC(=NO1)C (5-(7-bromoheptyl)-3-methylisoxazole), CC1=CC(=NO1)CCC(=O)OC (Methyl 5-methyl-3-isoxazolepropanoate). Product: OCC1CN=C(O1)C1=CC=C(OCCCCCCCC2=CC(=NO2)C)C=C1 (5-{7-[4-(4,5-Dihydro-5-hydroxymethyl-2-oxazolyl)phenoxy]heptyl}-3-methylisoxazole). Isolated yield 45.0%. Reaction SMILES: [OH:1][C:2]1[CH:7]=[CH:6][C:5]([C:8]2[O:9][CH2:10][CH2:11][N:12]=2)=[CH:4][C:3]=1C.Br[CH2:15][CH2:16][CH2:17][CH2:18][CH2:19][CH2:20][CH2:21][C:22]1[O:26][N:25]=[C:24]([CH3:27])[CH:23]=1.C[C:29]1[O:33]N=C(CCC(OC)=O)C=1>>[OH:33][CH2:29][CH:10]1[O:9][C:8]([C:5]2[CH:4]=[CH:3][C:2]([O:1][CH2:15][CH2:16][CH2:17][CH2:18][CH2:19][CH2:20][CH2:21][C:22]3[O:26][N:25]=[C:24]([CH3:27])[CH:23]=3)=[CH:7][CH:6]=2)=[N:12][CH2:11]1. Procedure details: 5-{7-[4-(4,5-Dihydro-2-oxazolyl)-2-methylphenoxy]heptyl}-3-methylisoxazole [IX; R=CH3, R2, R3, R4, R5 and R6 =H, R1 =2-CH3, Y=(CH2)7, oxazole at 4-position] was prepared from 4,5-dihydro-2-(4-hydroxy-3-methylphenyl)oxazole and 5-(7-bromoheptyl)-3-methylisoxazole according to the procedure of Example 9, part (d), and was obtained in 45% yield as a light-tan solid, m.p. 90°-92° C., when recrystallized first from methanol and then from tertiary-butyl methyl ether. Reactants: CNC, O=c1n(Cc2ccc(C(F)(F)F)nc2Cl)nc2c(-c3ccncc3)c(-c3ccc(Cl)cc3)ccn12, CNc1nc(C(F)(F)F)ccc1Cn1nc2c(-c3ccncc3)c(-c3ccc(Cl)cc3)ccn2c1=O, O. The product is CN(C)c1nc(C(F)(F)F)ccc1Cn1nc2c(-c3ccncc3)c(-c3ccc(Cl)cc3)ccn2c1=O. Reaction SMILES: [CH3:36][NH:37][CH3:38].[Cl:1][c:2]1[n:3][c:4]([C:32]([F:33])([F:34])[F:35])[cH:5][cH:6][c:7]1[CH2:8][n:9]1[n:10][c:11]2[n:12]([cH:13][cH:14][c:15](-[c:23]3[cH:24][cH:25][c:26]([Cl:29])[cH:27][cH:28]3)[c:16]2-[c:17]2[cH:18][cH:19][n:20][cH:21][cH:22]2)[c:30]1=[O:31].[Cl:39][c:40]1[cH:41][cH:42][c:43](-[c:44]2[cH:45][cH:46][n:47]3[c:48](=[O:49])[n:50]([CH2:51][c:52]4[c:53]([NH:54][CH3:55])[n:56][c:57]([C:58]([F:59])([F:60])[F:61])[cH:62][cH:63]4)[n:64][c:65]3[c:66]2-[c:67]2[cH:68][cH:69][n:70][cH:71][cH:72]2)[cH:73][cH:74]1.[OH2:75]>>[c:2]1([N:37]([CH3:36])[CH3:38])[n:3][c:4]([C:32]([F:33])([F:34])[F:35])[cH:5][cH:6][c:7]1[CH2:8][n:9]1[n:10][c:11]2[n:12]([cH:13][cH:14][c:15](-[c:23]3[cH:24][cH:25][c:26]([Cl:29])[cH:27][cH:28]3)[c:16]2-[c:17]2[cH:18][cH:19][n:20][cH:21][cH:22]2)[c:30]1=[O:31]. Reactants: CON=C(C(=O)OCC)C(=O)CBr (ethyl 2-methoxyimino-4-bromoacetoacetate), NC(=S)N (thiourea). Solvent: C(C)O (ethanol). Product: Br.CON=C(C(=O)OCC)C=1N=C(SC1)N (ethyl 2-methoxyimino-2-(2-aminothiazol-4-yl)acetate hydrobromide). Reaction SMILES: [CH3:1][O:2][N:3]=[C:4]([C:10]([CH2:12][Br:13])=O)[C:5]([O:7][CH2:8][CH3:9])=[O:6].[NH2:14][C:15]([NH2:17])=[S:16]>C(O)C>[BrH:13].[CH3:1][O:2][N:3]=[C:4]([C:10]1[N:14]=[C:15]([NH2:17])[S:16][CH:12]=1)[C:5]([O:7][CH2:8][CH3:9])=[O:6] |f:3.4|. Procedure details: A solution of ethyl 2-methoxyimino-4-bromoacetoacetate (a mixture of syn and anti isomers) (17.4 g.) and thiourea (5.4 g.) in ethanol (100 ml.) was refluxed for 4 hours. The reaction mixture was allowed to stand in a refrigerator to precipitate crystals. The crystals were collected by filtration, washed with ethanol and dried to give ethyl 2-methoxyimino-2-(2-aminothiazol-4-yl)acetate hydrobromide (anti isomer) (9.5 g.). The filtrate and the washings were put together and concentrated under redu...